Dataset: the Open Reaction Database (ORD), a public repository of structured organic reaction records. Task: describe an organic reaction: reactants, conditions, products, and yield The reactants are N(=NC(=O)OCC)C(=O)OCC (diethyl azocarboxylate), C(C)OC(=O)N1C[C@H]([C@@H](CC1)O)C1=CC=CC=C1 (trans-1-ethoxycarbonyl-3-phenyl-4-piperidinol), C1(=CC=CC=C1)P(C1=CC=CC=C1)C1=CC=CC=C1 (triphenylphosphine), BrC1=CC=C(C=C1)O (4-bromophenol). Solvent: C1=CC=CC=C1 (benzene), C1=CC=CC=C1 (benzene). Run at time 8 hour. The product is BrC1=CC=C(O[C@@H]2[C@@H](CN(CC2)C(=O)OCC)C2=CC=CC=C2)C=C1 (Cis-4-(4-bromophenoxy)-1-ethoxycarbonyl-3-phenylpiperidine). RXN SMILES: [CH2:1]([O:3][C:4]([N:6]1[CH2:11][CH2:10][C@@H:9]([OH:12])[C@H:8]([C:13]2[CH:18]=[CH:17][CH:16]=[CH:15][CH:14]=2)[CH2:7]1)=[O:5])[CH3:2].C1(P(C2C=CC=CC=2)C2C=CC=CC=2)C=CC=CC=1.[Br:38][C:39]1[CH:44]=[CH:43][C:42](O)=[CH:41][CH:40]=1.N(C(OCC)=O)=NC(OCC)=O>C1C=CC=CC=1>[Br:38][C:39]1[CH:44]=[CH:43][C:42]([O:12][C@H:9]2[CH2:10][CH2:11][N:6]([C:4]([O:3][CH2:1][CH3:2])=[O:5])[CH2:7][C@H:8]2[C:13]2[CH:14]=[CH:15][CH:16]=[CH:17][CH:18]=2)=[CH:41][CH:40]=1. Reported procedure: To a stirred solution of 6.26 g of trans-1-ethoxycarbonyl-3-phenyl-4-piperidinol, 7.21 g of triphenylphosphine, 4.76 g of 4-bromophenol and 250 ml of benzene is added dropwise, at 5° C. under nitrogen, a solution of 4.79 g of diethyl azocarboxylate in 250 ml of benzene. After the addition is complete, the mixture is stirred at room temperature overnight. The reaction mixture is processed according to the procedure of Example 75 to give product as a gum. Reactants: [Cl-].[Na+] (sodium chloride), C(CS)(=O)OC (methyl thioglycolate), C(C)(C)(C)OC(=O)N1CCC(CC1)S(=O)(=O)C (4-methanesulfonyl-piperidine-carboxylic acid tert-butyl ester). The solvent is CN(C)C=O (DMF), CN(C)C=O (DMF). The product is C(C)(C)(C)OC(=O)N1CCC(CC1)SCC(=O)OC (4-methoxycarbonylmethylsulfanyl-piperidine-1-carboxylic acid tert-butyl ester). As a reaction SMILES: [Cl-].[Na+].[C:3]([O:7][CH3:8])(=[O:6])[CH2:4][SH:5].[C:9]([O:13][C:14]([N:16]1[CH2:21][CH2:20][CH:19](S(C)(=O)=O)[CH2:18][CH2:17]1)=[O:15])([CH3:12])([CH3:11])[CH3:10]>CN(C=O)C>[C:9]([O:13][C:14]([N:16]1[CH2:21][CH2:20][CH:19]([S:5][CH2:4][C:3]([O:7][CH3:8])=[O:6])[CH2:18][CH2:17]1)=[O:15])([CH3:12])([CH3:10])[CH3:11] |f:0.1|. Procedure details: To sodium chloride (60% wt. suspension in mineral oil, 108 mg) in dry DMF (5 ml) was added methyl thioglycolate (160ul) dropwise at 0° C. After 30 minutes added 4-methanesulfonyl-piperidine-carboxylic acid tert-butyl ester (500 mg) as a solution in DMF (1.5 ml) and the reaction mixture was warmed up to room temperature over 5 hours. Aqueous work-up and purification on silica yielded 4-methoxycarbonylmethylsulfanyl-piperidine-1-carboxylic acid tert-butyl ester (414 mg).